Dataset: the Open Reaction Database (ORD), a public repository of structured organic reaction records. Task: describe an organic reaction: reactants, conditions, products, and yield Reactants: ClC1=NC(=NC(=C1)C1=NC=CC=C1)C1=NC=CC=C1 (4-chloro-2,6-di(2-pyridinyl)pyrimidine), COC=1C=CC(=C(N)C1)C (5-methoxy-2-methylaniline). Reported procedure: The title compound was prepared from a mixture 4-chloro-2,6-di(2-pyridinyl)pyrimidine (25 mg, 0.093 mmol) and 5-methoxy-2-methylaniline (19 mg, 0.140 mmol) similar to Example 111 and isolated as a white solid (21 mg, 61%). 1H NMR (CDCl3): 8.88–8.86 (m, 1H), 8.71–8.60 (m, 3H), 7.92–7.83 (m, 2H), 7.62 (s, 1H), 7.44–7.34 (m, 2H), 7.22 (d, J=8.4 Hz, 1H), 7.08 (d, J=2.7 Hz, 1H), 7.06 (s, 1H), 6.78 (dd, J=2.4, 8.4 Hz, 1H), 3.82 (s, 3H), 2.52 (s, 3H). Yield: 61.0%. Yields the product COC=1C=CC(=C(NC2=NC(=NC(=C2)C2=NC=CC=C2)C2=NC=CC=C2)C1)C (4-(5-Methoxy-2-methylanilino)-2,6-di(2-pyridinyl)pyrimidine), solid. As a reaction SMILES: Cl[C:2]1[CH:7]=[C:6]([C:8]2[CH:13]=[CH:12][CH:11]=[CH:10][N:9]=2)[N:5]=[C:4]([C:14]2[CH:19]=[CH:18][CH:17]=[CH:16][N:15]=2)[N:3]=1.[CH3:20][O:21][C:22]1[CH:23]=[CH:24][C:25]([CH3:29])=[C:26]([CH:28]=1)[NH2:27]>>[CH3:20][O:21][C:22]1[CH:23]=[CH:24][C:25]([CH3:29])=[C:26]([CH:28]=1)[NH:27][C:2]1[CH:7]=[C:6]([C:8]2[CH:13]=[CH:12][CH:11]=[CH:10][N:9]=2)[N:5]=[C:4]([C:14]2[CH:19]=[CH:18][CH:17]=[CH:16][N:15]=2)[N:3]=1. The reactants are BrCC1=CC=C(C(=O)O)C=C1 (p-bromomethylbenzoic acid), [N-]=[N+]=[N-].[Na+] (NaN3). The solvent is CC(=O)C (acetone), O (H2O), O (H2O). Reaction conditions: time 8 hour. Product: N(=[N+]=[N-])CC1=CC=C(C(=O)O)C=C1 (p-azidomethylbenzoic acid). Isolated yield 90.4%. Reaction SMILES: Br[CH2:2][C:3]1[CH:11]=[CH:10][C:6]([C:7]([OH:9])=[O:8])=[CH:5][CH:4]=1.[N-:12]=[N+:13]=[N-:14].[Na+]>CC(C)=O.O>[N:12]([CH2:2][C:3]1[CH:11]=[CH:10][C:6]([C:7]([OH:9])=[O:8])=[CH:5][CH:4]=1)=[N+:13]=[N-:14] |f:1.2|. Procedure: To a stirred solution of p-bromomethylbenzoic acid (13.607 g, 63.3 mmol) in acetone (300 ml) and H2O (15 ml) was added dropwise at room temperature a solution of NaN3 (4.123 g, 63.4 mmol) in H2O (40 ml). The reaction mixture was stirred at room temperature overnight(ca 20 h). After evaporation of the acetone, the residual solid was suspended in water and filtered, yielding 10.13 g (57.2 mmol, 90.3%) of p-azidomethylbenzoic acid as a white powder: 1Hmr (DMSO-d6 4.57 (2H, s, --CH3N3), 7.43-7.55-7.... Reactants: [N+](=O)([O-])C1=C(C=CC=C1)O (2-nitrophenol), C(C1=CC=CC=C1)Br (benzyl bromide), C([O-])([O-])=O.[K+].[K+] (potassium carbonate). Run in CC(=O)C (acetone). Product: C(C1=CC=CC=C1)OC1=C(C=CC=C1)[N+](=O)[O-] (2-(Benzyloxy)nitrobenzene). RXN SMILES: [N+:1]([C:4]1[CH:9]=[CH:8][CH:7]=[CH:6][C:5]=1[OH:10])([O-:3])=[O:2].[CH2:11](Br)[C:12]1[CH:17]=[CH:16][CH:15]=[CH:14][CH:13]=1.C(=O)([O-])[O-].[K+].[K+]>CC(C)=O>[CH2:11]([O:10][C:5]1[CH:6]=[CH:7][CH:8]=[CH:9][C:4]=1[N+:1]([O-:3])=[O:2])[C:12]1[CH:17]=[CH:16][CH:15]=[CH:14][CH:13]=1 |f:2.3.4|. Procedure details: A stirred mixture of 2-nitrophenol (13.9 g, 0.10 mol), benzyl bromide (12.0 ml, 0.10 mol) and anhydrous potassium carbonate (30 g, 0.22 mol) in acetone (200 ml) is heated under reflux for 16 hours, cooled, poured onto ice-dilute hydrochloric acid, and extracted with dichloromethane. The extract is dried and evaporated and the residue is crystallized from ether-hexane as pale crystals, m.p. <50° C. The reactants are COC(C(CC=1C=NC(=CC1)OC)NC(=O)N1CCC(CC1)N1C(NC2=CC=CC=C2C1)=O)=O (3-(6-methoxy-pyridin-3-yl)-2-{[4-(2-oxo-1,4-dihydro-2H-quinazolin-3-yl)-piperidine-1-carbonyl]-amino}-propionic acid methyl ester), O.[OH-].[Li+] (lithium hydroxide monohydrate), N1CCC(CC1)N1CCCCC1 (4-piperidyl-piperidine), [PH2](=O)Cl (phoshinic chloride), Cl (hydrochloric acid). Run in C(Cl)Cl (methylene chloride), CO (methanol), O (water), C(C)N(CC)CC (triethylamine). Run at time 4 hour. Yields the product N1(CCCCC1)C1CCN(CC1)C(C(CC=1C=NC(=CC1)OC)NC(=O)N1CCC(CC1)N1C(NC2=CC=CC=C2C1)=O)=O ((±)-4-(2-Oxo-1,4-dihydro-2H-quinazolin-3-yl)-piperidine-1-carboxylic acid[2-[1,4′]bipiperidinyl-1′-yl-1-(6-methoxy-pyridin-3-ylmethyl)-2-oxo-ethyl]-amide). As a reaction SMILES: C[O:2][C:3](=O)[CH:4]([NH:14][C:15]([N:17]1[CH2:22][CH2:21][CH:20]([N:23]2[CH2:32][C:31]3[C:26](=[CH:27][CH:28]=[CH:29][CH:30]=3)[NH:25][C:24]2=[O:33])[CH2:19][CH2:18]1)=[O:16])[CH2:5][C:6]1[CH:7]=[N:8][C:9]([O:12][CH3:13])=[CH:10][CH:11]=1.O.[OH-].[Li+].Cl.[NH:39]1[CH2:44][CH2:43][CH:42]([N:45]2[CH2:50][CH2:49][CH2:48][CH2:47][CH2:46]2)[CH2:41][CH2:40]1.[PH2](Cl)=O>CO.O.C(Cl)Cl.C(N(CC)CC)C>[N:45]1([CH:42]2[CH2:43][CH2:44][N:39]([C:3](=[O:2])[CH:4]([NH:14][C:15]([N:17]3[CH2:22][CH2:21][CH:20]([N:23]4[CH2:32][C:31]5[C:26](=[CH:27][CH:28]=[CH:29][CH:30]=5)[NH:25][C:24]4=[O:33])[CH2:19][CH2:18]3)=[O:16])[CH2:5][C:6]3[CH:7]=[N:8][C:9]([O:12][CH3:13])=[CH:10][CH:11]=3)[CH2:40][CH2:41]2)[CH2:50][CH2:49][CH2:48][CH2:47][CH2:46]1 |f:1.2.3|. Procedure: To a solution of 3-(6-methoxy-pyridin-3-yl)-2-{[4-(2-oxo-1,4-dihydro-2H-quinazolin-3-yl)-piperidine-1-carbonyl]-amino}-propionic acid methyl ester (160 mg) in methanol (6 mL) was added a solution of lithium hydroxide monohydrate (29 mg) in water (1 mL). The reaction was stirred at room temperature for 4 h and cooled to 0° C. The reaction was treated with 1N hydrochloric acid (0.6 mL), concentrated. The residue obtained was dissolved in methylene chloride (5 mL), and treated sequentially with 4-p... Reactants: FC(F)Oc1ccc2c(Cc3c(Cl)cncc3Cl)nnc(Cl)c2c1, [H-], [Na+], CN(C)C=O, c1nc[nH]n1. The product is FC(F)Oc1ccc2c(Cc3c(Cl)cncc3Cl)nnc(-n3cncn3)c2c1. As a reaction SMILES: [Cl:8][c:9]1[n:10][n:11][c:12]([CH2:23][c:24]2[c:25]([Cl:31])[cH:26][n:27][cH:28][c:29]2[Cl:30])[c:13]2[cH:14][cH:15][c:16]([O:19][CH:20]([F:21])[F:22])[cH:17][c:18]12.[H-:7].[Na+:6].[O:32]=[CH:33][N:34]([CH3:35])[CH3:36].[nH:1]1[n:2][cH:3][n:4][cH:5]1>>[n:1]1(-[c:9]2[n:10][n:11][c:12]([CH2:23][c:24]3[c:25]([Cl:31])[cH:26][n:27][cH:28][c:29]3[Cl:30])[c:13]3[cH:14][cH:15][c:16]([O:19][CH:20]([F:21])[F:22])[cH:17][c:18]23)[n:2][cH:3][n:4][cH:5]1. Starting materials: [Br-], CCCC[N+](CCCC)(CCCC)CCCC, CS(C)=O, CC#N, CCCC[N+](CCCC)(CCCC)CCCC, CC(=O)CC(=O)C(C)C, C[Si](C)(C)Cl, [I-], O. Product: CC(=O)C(Cl)C(=O)C(C)C. As a reaction SMILES: [Br-:40].[CH2:20]([N+:21]([CH2:22][CH2:23][CH2:24][CH3:25])([CH2:26][CH2:27][CH2:28][CH3:29])[CH2:30][CH2:31][CH2:32][CH3:33])[CH2:34][CH2:35][CH3:36].[CH3:15][S:16]([CH3:17])=[O:18].[CH3:37][C:38]#[N:39].[CH3:41][CH2:42][CH2:43][CH2:44][N+:45]([CH2:46][CH2:47][CH2:48][CH3:49])([CH2:50][CH2:51][CH2:52][CH3:53])[CH2:54][CH2:55][CH2:56][CH3:57].[CH3:6][CH:7]([C:8]([CH2:9][C:10]([CH3:11])=[O:12])=[O:13])[CH3:14].[Cl:1][Si:2]([CH3:3])([CH3:4])[CH3:5].[I-:19].[OH2:58]>>[Cl:1][CH:9]([C:8]([CH:7]([CH3:6])[CH3:14])=[O:13])[C:10]([CH3:11])=[O:12]. The reactants are ClCCCCC1(C(NC2=CC=CC=C12)=O)CC (3-(4-chlorobutyl)-3-ethyl-1,3-dihydro-2H-indol-2-one), ClC=1C=C(C=C(C1)Cl)N1CCNCC1 (1-(3,5-dichlorophenyl)-piperazine). Yields the product Cl.ClC=1C=C(C=C(C1)Cl)N1CCN(CC1)CCCCC1(C(NC2=CC=CC=C12)=O)CC (3-{4-[4-(3,5-dichlorophenyl)-piperazin-1-yl]-butyl}-3-ethyl-1,3-dihydro-2H-indol-2-one monohydrochloride). As a reaction SMILES: [Cl:1][CH2:2][CH2:3][CH2:4][CH2:5][C:6]1([CH2:16][CH3:17])[C:14]2[C:9](=[CH:10][CH:11]=[CH:12][CH:13]=2)[NH:8][C:7]1=[O:15].[Cl:18][C:19]1[CH:20]=[C:21]([N:26]2[CH2:31][CH2:30][NH:29][CH2:28][CH2:27]2)[CH:22]=[C:23]([Cl:25])[CH:24]=1>>[ClH:1].[Cl:25][C:23]1[CH:22]=[C:21]([N:26]2[CH2:31][CH2:30][N:29]([CH2:2][CH2:3][CH2:4][CH2:5][C:6]3([CH2:16][CH3:17])[C:14]4[C:9](=[CH:10][CH:11]=[CH:12][CH:13]=4)[NH:8][C:7]3=[O:15])[CH2:28][CH2:27]2)[CH:20]=[C:19]([Cl:18])[CH:24]=1 |f:2.3|. Procedure details: The title compound is prepared according to process H by applying processing method 2 from 3-(4-chlorobutyl)-3-ethyl-1,3-dihydro-2H-indol-2-one and 1-(3,5-dichlorophenyl)-piperazine. Starting materials: C(#N)[BH3-].[Na+] (sodium cyanotrihydridoborate), COC1=CC=C(CN(C2=NC(=NC(=N2)C)C=2C(=NC=C(C=O)C2)NC=2C=NC(=C(C2)F)OC)CC2=CC=C(C=C2)OC)C=C1 (5-(4-(bis(4-methoxybenzyl)amino)-6-methyl-1,3,5-triazin-2-yl)-6-(5-fluoro-6-methoxypyridin-3-ylamino)nicotinaldehyde), C[C@H]1N(CCNC1)C(=O)OC(C)(C)C ((R)-tert-butyl 2-methylpiperazine-1-carboxylate), O1CCCC1 (tetrahydrofuran). The reagents and catalysts are [O-]CC.[Ti+4].[O-]CC.[O-]CC.[O-]CC (titanium (iv) ethoxide). Run at temperature 70 celsius, time 8 hour. Yields the product COC1=CC=C(CN(C2=NC(=NC(=N2)C)C=2C=C(C=NC2NC=2C=NC(=C(C2)F)OC)CN2C[C@H](N(CC2)C(=O)OC(C)(C)C)C)CC2=CC=C(C=C2)OC)C=C1 ((R)-tert-butyl 4-((5-(4-(bis(4-methoxybenzyl)amino)-6-methyl-1,3,5-triazin-2-yl)-6-(5-fluoro-6-methoxypyridin-3-ylamino)pyridin-3-yl)methyl)-2-methylpiperazine-1-carboxylate). The yield is 74.1%. Reaction SMILES: [CH3:1][O:2][C:3]1[CH:44]=[CH:43][C:6]([CH2:7][N:8]([CH2:34][C:35]2[CH:40]=[CH:39][C:38]([O:41][CH3:42])=[CH:37][CH:36]=2)[C:9]2[N:14]=[C:13]([CH3:15])[N:12]=[C:11]([C:16]3[C:17]([NH:24][C:25]4[CH:26]=[N:27][C:28]([O:32][CH3:33])=[C:29]([F:31])[CH:30]=4)=[N:18][CH:19]=[C:20]([CH:23]=3)[CH:21]=O)[N:10]=2)=[CH:5][CH:4]=1.[CH3:45][C@@H:46]1[CH2:51][NH:50][CH2:49][CH2:48][N:47]1[C:52]([O:54][C:55]([CH3:58])([CH3:57])[CH3:56])=[O:53].O1CCCC1.C([BH3-])#N.[Na+]>[O-]CC.[Ti+4].[O-]CC.[O-]CC.[O-]CC>[CH3:42][O:41][C:38]1[CH:37]=[CH:36][C:35]([CH2:34][N:8]([CH2:7][C:6]2[CH:5]=[CH:4][C:3]([O:2][CH3:1])=[CH:44][CH:43]=2)[C:9]2[N:14]=[C:13]([CH3:15])[N:12]=[C:11]([C:16]3[CH:23]=[C:20]([CH2:21][N:50]4[CH2:49][CH2:48][N:47]([C:52]([O:54][C:55]([CH3:57])([CH3:56])[CH3:58])=[O:53])[C@H:46]([CH3:45])[CH2:51]4)[CH:19]=[N:18][C:17]=3[NH:24][C:25]3[CH:26]=[N:27][C:28]([O:32][CH3:33])=[C:29]([F:31])[CH:30]=3)[N:10]=2)=[CH:40][CH:39]=1 |f:3.4,5.6.7.8.9|. Reported procedure: To a 15 mL round-bottomed flask was added 5-(4-(bis(4-methoxybenzyl)amino)-6-methyl-1,3,5-triazin-2-yl)-6-(5-fluoro-6-methoxypyridin-3-ylamino)nicotinaldehyde (0.438 g, 0.735 mmol), (R)-tert-butyl 2-methylpiperazine-1-carboxylate (0.368 g, 1.838 mmol), tetrahydrofuran (0.053 g, 0.735 mmol), titanium (iv) ethoxide (0.761 mL, 3.68 mmol) (Aldrich). The flask was sealed and the solution was stirred at 70° C. overnight. The solution was stirred at 0° C. and treated in one portion with sodium cyanotri...